Dataset: the Open Reaction Database (ORD), a public repository of structured organic reaction records. Task: describe an organic reaction: reactants, conditions, products, and yield Reactants: C(C=C)OC1=C(C=CC=C1)OC=1C(=CC=CC1)C (o-Tolyl 2-allyloxyphenyl ether), N1=CC=CC=C1 (pyridine), C(C)(=O)OC(C)=O (acetic anhydride). Solvent: O (water). Conditions: time 30 minute. Yields the product C(C)(=O)OC1=C(C=CC=C1CC=C)OC=1C(=CC=CC1)C (o-tolyl 2-acetoxy-3-allylphenyl ether). Reaction SMILES: [CH2:1]([O:4][C:5]1[CH:10]=[CH:9][CH:8]=[CH:7][C:6]=1[O:11][C:12]1[C:13]([CH3:18])=[CH:14][CH:15]=[CH:16][CH:17]=1)[CH:2]=C.N1C=C[CH:22]=[CH:21][CH:20]=1.C(OC(=O)C)(=[O:27])C>O>[C:1]([O:4][C:5]1[C:10]([CH2:20][CH:21]=[CH2:22])=[CH:9][CH:8]=[CH:7][C:6]=1[O:11][C:12]1[C:13]([CH3:18])=[CH:14][CH:15]=[CH:16][CH:17]=1)(=[O:27])[CH3:2]. Procedure details: o-Tolyl 2-allyloxyphenyl ether (70 g) was heated at 250° C. with stirring for 30 minutes. To the resultant substance were added pyridine (200 ml) and acetic anhydride (50 g), and the mixture was allowed to stand at room temperature for an hour. The reaction mixture was poured into water (1 l) and extracted with diethyl ether. The extract was washed with dil. hydrochloric acid and water successively, dried over magnesium sulfate and then evaporated. The oily residue (85.0 g) was subjected to dist... Reactants: C(C)(C)N(CC)C(C)C (Diisopropylethylamine), BrC=1N(C(=C(C1C#N)Br)Br)C (2,4,5-tribromo-1-methylpyrrole-3-carbonitrile), S (hydrogen sulfide). Run in N1=CC=CC=C1 (pyridine). Conditions: time 5 day. Product: hexanes ethyl acetate, BrC=1N(C(=C(C1C(N)=S)Br)Br)C (2,4,5-Tribromo-1-methylpyrrole-3-thiocarboxamide). As a reaction SMILES: C(N(C(C)C)CC)(C)C.[Br:10][C:11]1[N:12]([CH3:20])[C:13]([Br:19])=[C:14]([Br:18])[C:15]=1[C:16]#[N:17].[SH2:21]>N1C=CC=CC=1>[Br:10][C:11]1[N:12]([CH3:20])[C:13]([Br:19])=[C:14]([Br:18])[C:15]=1[C:16](=[S:21])[NH2:17]. Procedure details: Diisopropylethylamine (1.1 mL, 6 mmol), 2,4,5-tribromo-1-methylpyrrole-3-carbonitrile (2.16 g, 6 mmol) and pyridine (10 mL) are added to condensed hydrogen sulfide in a pressure tube at -78° C. The tube is sealed and the reaction mixture is stirred for 5 days at room temperature. The reaction mixture is then concentrated in vacuo to obtain a residue. Chromatography of the residue using silica gel and a 4:1 hexanes/ethyl acetate mixture gives the title product as a yellow solid (0.47 g, mp 100.5°... Starting materials: O=C([C@H](CC1=CC=CC=C1)NC(OC(C)(C)C)=O)NC=1SC(=NN1)C1=CC=NC=C1 ((S)-tert-butyl 1-oxo-3-phenyl-1-(5-(pyridin-4-yl)-1,3,4-thiadiazol-2-ylamino)propan-2-ylcarbamate), FC(C(=O)O)(F)F (trifluoroacetic acid). Run in C(Cl)Cl (CH2Cl2). Run at time 3 hour. Yields the product N[C@H](C(=O)NC=1SC(=NN1)C1=CC=NC=C1)CC1=CC=CC=C1 ((S)-2-amino-3-phenyl-N-(5-(pyridin-4-yl)-1,3,4-thiadiazol-2-yl)propanamide). The yield is 94.0%. As a reaction SMILES: [O:1]=[C:2]([NH:19][C:20]1[S:21][C:22]([C:25]2[CH:30]=[CH:29][N:28]=[CH:27][CH:26]=2)=[N:23][N:24]=1)[C@@H:3]([NH:11]C(=O)OC(C)(C)C)[CH2:4][C:5]1[CH:10]=[CH:9][CH:8]=[CH:7][CH:6]=1.FC(F)(F)C(O)=O>C(Cl)Cl>[NH2:11][C@@H:3]([CH2:4][C:5]1[CH:10]=[CH:9][CH:8]=[CH:7][CH:6]=1)[C:2]([NH:19][C:20]1[S:21][C:22]([C:25]2[CH:30]=[CH:29][N:28]=[CH:27][CH:26]=2)=[N:23][N:24]=1)=[O:1]. Reported procedure: Into a solution of (S)-tert-butyl 1-oxo-3-phenyl-1-(5-(pyridin-4-yl)-1,3,4-thiadiazol-2-ylamino)propan-2-ylcarbamate (0.426 g, 1.00 mmol) in CH2Cl2 (5.0 mL) was injected trifluoroacetic acid (7.44 ml, 100 mmol) and let stir for 3 h. Reaction stripped of solvent. The residue was purified by silica gel flash chromatography (0-10% MeOH/CH2Cl2) to afford (S)-2-amino-3-phenyl-N-(5-(pyridin-4-yl)-1,3,4-thiadiazol-2-yl)propanamide (0.306 g. 93.9% yield) Reactants: CSC=1S\C(\C(N1)=O)=C/C=1C=C2C=CC=NC2=CC1 (2-methylsulfanyl-5-[1-quinolin-6-yl-meth-(Z)-ylidene]-thiazol-4-one), O1COC2=C1C=CC(=C2)CCN (2-benzo[1,3]dioxol-5-yl-ethylamine), CCN(C(C)C)C(C)C (DIEA). Product: O1COC2=C1C=CC(=C2)CCNC=2S\C(\C(N2)=O)=C/C=2C=C1C=CC=NC1=CC2 ((2-benzo[1,3]dioxol-5-yl-ethylamino)-5-[1-quinolin-6-yl-meth-(Z)-ylidene]-thiazol-4-one). Reaction SMILES: CS[C:3]1[S:4]/[C:5](=[CH:9]\[C:10]2[CH:11]=[C:12]3[C:17](=[CH:18][CH:19]=2)[N:16]=[CH:15][CH:14]=[CH:13]3)/[C:6](=[O:8])[N:7]=1.[O:20]1[C:24]2[CH:25]=[CH:26][C:27]([CH2:29][CH2:30][NH2:31])=[CH:28][C:23]=2[O:22][CH2:21]1.CCN(C(C)C)C(C)C>>[O:20]1[C:24]2[CH:25]=[CH:26][C:27]([CH2:29][CH2:30][NH:31][C:3]3[S:4]/[C:5](=[CH:9]\[C:10]4[CH:11]=[C:12]5[C:17](=[CH:18][CH:19]=4)[N:16]=[CH:15][CH:14]=[CH:13]5)/[C:6](=[O:8])[N:7]=3)=[CH:28][C:23]=2[O:22][CH2:21]1. Reported procedure: Similar procedure as described in example 1b was used, starting from 2-methylsulfanyl-5-[1-quinolin-6-yl-meth-(Z)-ylidene]-thiazol-4-one, 2-benzo[1,3]dioxol-5-yl-ethylamine and DIEA to give (2-benzo[1,3]dioxol-5-yl-ethylamino)-5-[1-quinolin-6-yl-meth-(Z)-ylidene]-thiazol-4-one. LC-MS m/e 404 (MH+).